Dataset: the Open Reaction Database (ORD), a public repository of structured organic reaction records. Task: describe an organic reaction: reactants, conditions, products, and yield Reactants: Cl (HCl), C(C)OCC (diethyl ether), O1C=C(C=C2C1=CC=C2)C2N(CCC1=CC=CC=C21)C (4-benzofuran-3-yl-2-methyl-1,2,3,4-tetrahydroisoquinoline). Run in C(C)(=O)OCC (ethyl acetate). Yields the product Cl.O1C=C(C=C2C1=CC=C2)C2N(CCC1=CC=CC=C21)C (4-Benzofuran-3-yl-2-methyl-1,2,3,4-tetrahydroisoquinoline, hydrochloride salt). Reaction SMILES: [O:1]1[C:6]2=[CH:7][CH:8]=[CH:9][C:5]2=[CH:4][C:3]([CH:10]2[C:19]3[C:14](=[CH:15][CH:16]=[CH:17][CH:18]=3)[CH2:13][CH2:12][N:11]2[CH3:20])=[CH:2]1.[ClH:21].C(OCC)C>C(OCC)(=O)C>[ClH:21].[O:1]1[C:6]2=[CH:7][CH:8]=[CH:9][C:5]2=[CH:4][C:3]([CH:10]2[C:19]3[C:14](=[CH:15][CH:16]=[CH:17][CH:18]=3)[CH2:13][CH2:12][N:11]2[CH3:20])=[CH:2]1 |f:4.5|. Procedure details: The product from Step E (0.12 g, 0.48 mmol) was dissolved in ethyl acetate (2 ml) and treated with 2 M HCl in diethyl ether (0.48 ml, 0.95 mmol) to give 4-Benzofuran-3-yl-2-methyl-1,2,3,4-tetrahydroisoquinoline, hydrochloride salt (0.12 g, 88%, 99.3% AUC HPLC) after filtration: 1H NMR (300 MHz, DMSO-d6) δ 8.18 (br s, 1H), 7.62 (d, J=8.4 Hz, 1H), 6.88-7.36 (m, 7H), 4.90-5.02 (m, 1H), 4.52-4.70 (m, 2H), 3.61-3.82 (m, 2H), 2.95 (s, 3H); EI MS m/z=264 [C18H17NO+H]+. Anal. Calcd. for C18H18ClNO: C, 7... The reactants are [N+](=O)(O)[O-] (nitric acid), ClC1=C(OC2=CC=3C(=[N+](ON3)[O-])C=C2)C=CC(=C1)C(F)(F)F (5-(2-Chloro-4-trifluoromethylphenoxy)benzo-2,1,3-oxadiazole N-oxide), ice. Run in S(O)(O)(=O)=O (sulfuric acid), ice. Conditions: time 30 minute. Product: [N+](=O)([O-])C1=C(C=CC2=[N+](ON=C21)[O-])OC2=C(C=C(C=C2)C(F)(F)F)Cl (4-nitro-5-(2-chloro-4-trifluoromethylphenoxy)benzo-2,1,3-oxadiazole N-oxide). Reaction SMILES: [Cl:1][C:2]1[CH:18]=[C:17]([C:19]([F:22])([F:21])[F:20])[CH:16]=[CH:15][C:3]=1[O:4][C:5]1[CH:14]=[CH:13][C:8]2=[N+:9]([O-:12])[O:10][N:11]=[C:7]2[CH:6]=1.[N+:23]([O-])([OH:25])=[O:24]>S(=O)(=O)(O)O>[N+:23]([C:6]1[C:7]2[C:8](=[N+:9]([O-:12])[O:10][N:11]=2)[CH:13]=[CH:14][C:5]=1[O:4][C:3]1[CH:15]=[CH:16][C:17]([C:19]([F:22])([F:20])[F:21])=[CH:18][C:2]=1[Cl:1])([O-:25])=[O:24]. Reported procedure: 5-(2-Chloro-4-trifluoromethylphenoxy)benzo-2,1,3-oxadiazole N-oxide (1.5 g, 4.5 mmol) is dissolved in 25 ml of ice-cold conc. sulfuric acid. To this is added dropwise 0.32 g (5.0 mmol) of nitric acid dissolved in 5 ml of conc. sulfuric acid. The mixture is allowed to stand for 30 minutes at 0°, and is then poured onto 100 g of ice. The solid is collected to give 4-nitro-5-(2-chloro-4-trifluoromethylphenoxy)benzo-2,1,3-oxadiazole N-oxide. Starting materials: N#Cc1cccc(N=C=O)c1, ClCCl, Nc1ccc(C(=O)NCc2ccc(S(N)(=O)=O)cc2)cc1. Product: N#Cc1cccc(NC(=O)Nc2ccc(C(=O)NCc3ccc(S(N)(=O)=O)cc3)cc2)c1. Reaction SMILES: [C:22](#[N:23])[c:24]1[cH:25][c:26]([N:30]=[C:31]=[O:32])[cH:27][cH:28][cH:29]1.[Cl:33][CH2:34][Cl:35].[NH2:1][c:2]1[cH:3][cH:4][c:5]([C:6](=[O:7])[NH:8][CH2:9][c:10]2[cH:11][cH:12][c:13]([S:16]([NH2:17])(=[O:18])=[O:19])[cH:14][cH:15]2)[cH:20][cH:21]1>>[NH:1]([c:2]1[cH:3][cH:4][c:5]([C:6](=[O:7])[NH:8][CH2:9][c:10]2[cH:11][cH:12][c:13]([S:16]([NH2:17])(=[O:18])=[O:19])[cH:14][cH:15]2)[cH:20][cH:21]1)[C:31]([NH:30][c:26]1[cH:25][c:24]([C:22]#[N:23])[cH:29][cH:28][cH:27]1)=[O:32]. The reactants are CCCCCCCC(=O)O, Cl, O=S=O, Oc1ccccc1, O=S(Cl)Cl. The product is CCCCCCCC(=O)Oc1ccccc1. As a reaction SMILES: [CH3:8][CH2:9][CH2:10][CH2:11][CH2:12][CH2:13][CH2:14][C:15]([OH:16])=[O:17].[ClH:21].[O:18]=[S:19]=[O:20].[OH:1][c:2]1[cH:3][cH:4][cH:5][cH:6][cH:7]1.[S:22]([Cl:23])([Cl:24])=[O:25]>>[O:1]([c:2]1[cH:3][cH:4][cH:5][cH:6][cH:7]1)[C:15]([CH2:14][CH2:13][CH2:12][CH2:11][CH2:10][CH2:9][CH3:8])=[O:16]. Starting materials: C(C)(C)(C)OC(C(C)(N1C(NC2=C1C=CC=C2)=O)C)=O (2-methyl-2-(2-oxo-2,3-dihydro-benzimidazol-1-yl)-propionic acid tert-butyl ester), [I-].CN1C=C(C2=C(C=CC=C12)C)C[N+](C)(C)C ((1,4-dimethyl-1H-indol-3-ylmethyl)-trimethylammonium iodide), C(=O)([O-])[O-].[K+].[K+] (K2CO3). The solvent is CCOC(=O)C (EtOAc), CN(C)C=O (DMF). Conditions: temperature 100 celsius, time 4 hour. Product: C(C)(C)(C)OC(C(C)(C)N1C(N(C2=C1C=CC=C2)CC2CN(C1=CC=CC(=C21)C)C)=O)=O (2-[3-(1,4-dimethyl-3H-indol-3-ylmethyl)-2-oxo-2,3-dihydro-benzimidazol-1-yl]-2methyl-propionic acid tert-butyl ester). Isolated yield 67.4%. Reaction SMILES: [C:1]([O:5][C:6](=[O:20])[C:7]([CH3:19])([N:9]1[C:13]2[CH:14]=[CH:15][CH:16]=[CH:17][C:12]=2[NH:11][C:10]1=[O:18])[CH3:8])([CH3:4])([CH3:3])[CH3:2].[I-].[CH3:22][N:23]1[C:31]2[C:26](=[C:27]([CH3:32])[CH:28]=[CH:29][CH:30]=2)[C:25]([CH2:33][N+](C)(C)C)=[CH:24]1.C([O-])([O-])=O.[K+].[K+]>CN(C=O)C.CCOC(C)=O>[C:1]([O:5][C:6](=[O:20])[C:7]([N:9]1[C:13]2[CH:14]=[CH:15][CH:16]=[CH:17][C:12]=2[N:11]([CH2:33][CH:25]2[C:26]3[C:31](=[CH:30][CH:29]=[CH:28][C:27]=3[CH3:32])[N:23]([CH3:22])[CH2:24]2)[C:10]1=[O:18])([CH3:8])[CH3:19])([CH3:2])([CH3:3])[CH3:4] |f:1.2,3.4.5|. Procedure details: To a mixture of 2-methyl-2-(2-oxo-2,3-dihydro-benzimidazol-1-yl)-propionic acid tert-butyl ester (130 mg, 0.47 mmol) and (1,4-dimethyl-1H-indol-3-ylmethyl)-trimethylammonium iodide (250 mg, 0.73 mmol) in DMF (2.5 mL) was added K2CO3 (200 mg, 1.45 mmol). The mixture was stirred at 100° C. for 4 hours. The mixture was diluted with EtOAc (50 mL) and washed with H2O (50 mL×3). The organic layer was dried over sodium sulfate and concentrated. The resulting residue was purified by CombiFlash with 30% ... Starting materials: N[C@@H](C(C)C)C(=O)O (Racemic valine), C1(=CC=C(C=C1)C(=O)Cl)C (p-toluoyl chloride). Yields the product CC1=CC=C(C(=O)N[C@@H](C(C)C)C(=O)O)C=C1 (N-(4-methylbenzoyl)valine). Reaction SMILES: [NH2:1][C@H:2]([C:6]([OH:8])=[O:7])[CH:3]([CH3:5])[CH3:4].[C:9]1([CH3:18])[CH:14]=[CH:13][C:12]([C:15](Cl)=[O:16])=[CH:11][CH:10]=1>>[CH3:18][C:9]1[CH:14]=[CH:13][C:12]([C:15]([NH:1][C@H:2]([C:6]([OH:8])=[O:7])[CH:3]([CH3:5])[CH3:4])=[O:16])=[CH:11][CH:10]=1. Procedure details: Racemic valine and p-toluoyl chloride were processed as described in Example 26A to provide the desired product. The reactants are CC(C=C)(C)C1OC(OCC1)(C)C (4-(1,1-dimethyl-allyl)-2,2-dimethyl-[1,3]dioxane), P(=O)([O-])([O-])[O-] (phosphate). The reagents and catalysts are O=[Os](=O)(=O)=O (OsO4). Solvent: C1CCOC1 (THF). Reaction conditions: time 10 minute. Yields the product CC1(OCCC(O1)C(C=O)(C)C)C (2-(2,2-dimethyl-[1,3]dioxan-4-yl)-2-methyl-propionaldehyde). Isolated yield 76.0%. As a reaction SMILES: [CH3:1][C:2]([CH:6]1[CH2:11][CH2:10][O:9][C:8]([CH3:13])([CH3:12])[O:7]1)([CH3:5])[CH:3]=C.P([O-])([O-])([O-])=[O:15]>C1COCC1.O=[Os](=O)(=O)=O>[CH3:12][C:8]1([CH3:13])[O:7][CH:6]([C:2]([CH3:1])([CH3:5])[CH:3]=[O:15])[CH2:11][CH2:10][O:9]1. Procedure details: 286 mg (1.55 mmol) of acetonide 44 is dissolved in 18 ml of THF, and 14 ml of aqueous phosphate buffer at pH 7 is added. 400 μl (0.031 mol, 0.02 equivalent) of OsO4 solution (2.5% in tert-butanol) is added in drops to the reaction mixture that is stirred vigorously. After 10 minutes, 996 mg (4.656 mmol, 3 equivalents) of NalO4 is added in portions over a period of 20 minutes. The mixture is stirred vigorously at room temperature and, after 24 and 48 hours in each case, another 332 mg (1.55 mmol,...